This data is from the Open Reaction Database (ORD), a public repository of structured organic reaction records. The task is: describe an organic reaction: reactants, conditions, products, and yield The reactants are C1(=CC=C(C=C1)S(=O)(=O)O)C.S1C=NC(=C1)C[C@H](N)C(=O)O (3-(4-thiazolyl)-L-alanine p-toluenesulfonate), C1CCOC1 (THF), C1(=CC=CC=C1)C(=[N+]=[N-])C1=CC=CC=C1 (diphenyldiazomethane), C1(=CC=CC=C1)C(=[N+]=[N-])C1=CC=CC=C1 (diphenyldiazomethane), C(C)(=O)O (acetic acid). Run in C(C)O (ethanol). Run at time 30 minute. The product is C1(=CC=C(C=C1)S(=O)(=O)O)C.C1(=CC=CC=C1)C(C1=CC=CC=C1)OC([C@@H](N)CC=1N=CSC1)=O (3-(4-thiazolyl)-L-alanine diphenylmethylester p-toluenesulfonate). Isolated yield 85.2%. As a reaction SMILES: [C:1]1([CH3:11])[CH:6]=[CH:5][C:4]([S:7]([OH:10])(=[O:9])=[O:8])=[CH:3][CH:2]=1.[S:12]1[CH:16]=[C:15]([CH2:17][C@@H:18]([C:20]([OH:22])=[O:21])[NH2:19])[N:14]=[CH:13]1.C1COCC1.[C:28]1([C:34]([C:37]2[CH:42]=[CH:41][CH:40]=[CH:39][CH:38]=2)=[N+]=[N-])[CH:33]=[CH:32][CH:31]=[CH:30][CH:29]=1.C(O)(=O)C>C(O)C>[C:1]1([CH3:11])[CH:2]=[CH:3][C:4]([S:7]([OH:10])(=[O:8])=[O:9])=[CH:5][CH:6]=1.[C:28]1([CH:34]([O:21][C:20](=[O:22])[C@H:18]([CH2:17][C:15]2[N:14]=[CH:13][S:12][CH:16]=2)[NH2:19])[C:37]2[CH:38]=[CH:39][CH:40]=[CH:41][CH:42]=2)[CH:33]=[CH:32][CH:31]=[CH:30][CH:29]=1 |f:0.1,6.7|. Procedure: To a solution of 38.85 g of the compound (43) (112.8 mmol) in ethanol (200 ml)-THF (600 ml) was added diphenyldiazomethane (39 g, 201 mmol) little, by little over 30 min. at room temperature with stirring. After the reaction mixture was stirred for 1 h at room temperature, to the mixture was added diphenyldiazomethane (10 g, 51.5 mmol) and the resulting mixture was stirred for 1 h. To the reaction mixture was added acetic acid (0.1 ml) for quenching the excess reagent and the mixture was concent... Starting materials: CN(C)C=O, CCOCC, OC1CN(C(c2ccccc2)c2ccccc2)C1, [Cl-], Clc1ccc(I)cn1, [H-], [NH4+], [Na+]. Product: Ic1ccc(OC2CN(C(c3ccccc3)c3ccccc3)C2)nc1. Reaction SMILES: [CH3:31][N:32]([CH3:33])[CH:34]=[O:35].[CH3:36][CH2:37][O:38][CH2:39][CH3:40].[CH:3]([c:4]1[cH:5][cH:6][cH:7][cH:8][cH:9]1)([c:10]1[cH:11][cH:12][cH:13][cH:14][cH:15]1)[N:16]1[CH2:17][CH:18]([OH:20])[CH2:19]1.[Cl-:29].[Cl:21][c:22]1[n:23][cH:24][c:25]([I:28])[cH:26][cH:27]1.[H-:1].[NH4+:30].[Na+:2]>>[CH:3]([c:4]1[cH:5][cH:6][cH:7][cH:8][cH:9]1)([c:10]1[cH:11][cH:12][cH:13][cH:14][cH:15]1)[N:16]1[CH2:17][CH:18]([O:20][c:22]2[n:23][cH:24][c:25]([I:28])[cH:26][cH:27]2)[CH2:19]1. Starting materials: COC(=O)C(CC(C)C)NC(=O)c1ccc(N)cc1-c1cccc2ccccc12, CO, O=Cc1ccncc1. The product is COC(=O)C(CC(C)C)NC(=O)c1ccc(NCc2ccncc2)cc1-c1cccc2ccccc12. As a reaction SMILES: [CH3:1][O:2][C:3]([CH:4]([NH:5][C:6]([c:7]1[c:8](-[c:14]2[cH:15][cH:16][cH:17][c:18]3[cH:19][cH:20][cH:21][cH:22][c:23]23)[cH:9][c:10]([NH2:13])[cH:11][cH:12]1)=[O:24])[CH2:25][CH:26]([CH3:27])[CH3:28])=[O:29].[CH3:38][OH:39].[n:30]1[cH:31][cH:32][c:33]([CH:36]=[O:37])[cH:34][cH:35]1>>[CH3:1][O:2][C:3]([CH:4]([NH:5][C:6]([c:7]1[c:8](-[c:14]2[cH:15][cH:16][cH:17][c:18]3[cH:19][cH:20][cH:21][cH:22][c:23]23)[cH:9][c:10]([NH:13][CH2:36][c:33]2[cH:32][cH:31][n:30][cH:35][cH:34]2)[cH:11][cH:12]1)=[O:24])[CH2:25][CH:26]([CH3:27])[CH3:28])=[O:29].